This data is from the Open Reaction Database (ORD), a public repository of structured organic reaction records. The task is: describe an organic reaction: reactants, conditions, products, and yield Reactants: pyridinium bromide perbromide, C(C)(=O)C1=C(SC(=C1)Cl)S(=O)(=O)NC1=CC=C(C=C1)OC (3-Acetyl-5-chloro-N-(4-methoxyphenyl)thiophene-2-sulfonamide), Br (HBr), C(C)(=O)O (acetic acid), [BH4-].[Na+] (sodium borohydride). Solvent: C1CCOC1 (THF), C1CCOC1 (THF). Run at temperature 3 celsius, time 1 hour. Yields the product ClC1=CC=2C(CN(S(C2S1)(=O)=O)C1=CC=C(C=C1)OC)O (6-Chloro-3,4-dihydro-4-hydroxy-2-(4-methoxyphenyl)-2H-thieno[3,2-e]-1,2-thiazine 1,1-dioxide). The yield is 85.7%. Reaction SMILES: [C:1]([C:4]1[CH:8]=[C:7]([Cl:9])[S:6][C:5]=1[S:10]([NH:13][C:14]1[CH:19]=[CH:18][C:17]([O:20][CH3:21])=[CH:16][CH:15]=1)(=[O:12])=[O:11])(=[O:3])[CH3:2].Br.C(O)(=O)C.C1C=C[NH+]=CC=1.Br[Br-]Br.[BH4-].[Na+]>C1COCC1>[Cl:9][C:7]1[S:6][C:5]2[S:10](=[O:11])(=[O:12])[N:13]([C:14]3[CH:19]=[CH:18][C:17]([O:20][CH3:21])=[CH:16][CH:15]=3)[CH2:2][CH:1]([OH:3])[C:4]=2[CH:8]=1 |f:3.4,5.6|. Procedure details: The product from Step B (4.20 g, 12.14 mmol) was dissolved in THF (40 mL) containing 30% HBr in acetic acid (0.1 equiv, 0.25 mL) and cooled to 3° C. A solution of pyridinium bromide perbromide (4.32 g, 13.52 mmol) in THF (20 mL) was added and the reaction mixture allowed to warm to room temperature. The THF was evaporated and the residue dissolved in ethanol (40 mL); this solution was cooled (3° C.), sodium borohydride (pellets, 3.25 g, 86.03 mmol) added and the reaction mixture stirred at 5° C.... Starting materials: C(C)(C)(C)OC(=O)N(N)C1=CC=C(C=C1)OC1=CC=C(C=C1)OC1CN2CCC1CC2 (N-{4-[4-(1-aza-bicyclo[2.2.2]oct-3-yloxy)-phenoxy]-phenyl}-hydrazinecarboxylic acid tert-butyl ester), Cl (HCl). Solvent: CCOC(=O)C (EtOAc). The product is Cl.Cl.N12CC(C(CC1)CC2)OC2=CC=C(OC1=CC=C(C=C1)NN)C=C2 ({4-[4-(1-aza-bicyclo[2.2.2]oct-3-yloxy)-phenoxy]-phenyl}-hydrazine bis(hydrochloride)). The yield is 79.3%. RXN SMILES: C(OC([N:8]([C:10]1[CH:15]=[CH:14][C:13]([O:16][C:17]2[CH:22]=[CH:21][C:20]([O:23][CH:24]3[CH:29]4[CH2:30][CH2:31][N:26]([CH2:27][CH2:28]4)[CH2:25]3)=[CH:19][CH:18]=2)=[CH:12][CH:11]=1)[NH2:9])=O)(C)(C)C.[ClH:32]>CCOC(C)=O>[ClH:32].[ClH:32].[N:26]12[CH2:31][CH2:30][CH:29]([CH2:28][CH2:27]1)[CH:24]([O:23][C:20]1[CH:19]=[CH:18][C:17]([O:16][C:13]3[CH:14]=[CH:15][C:10]([NH:8][NH2:9])=[CH:11][CH:12]=3)=[CH:22][CH:21]=1)[CH2:25]2 |f:3.4.5|. Reported procedure: The product of Example 39A (80 mg, 0.19 mmol) was treated with HCl (Aldrich, 4 M in dioxane, 0.5 mL, 2.0 mmol) in EtOAc (5 mL) at room temperature for 10 h to give the title compound as yellow solid (60 mg, yield, 79%). 1H NMR (MeOH-d4, 300 MHz) δ 1.76–2.20 (m, 3H), 2.21–2.40 (m, 1H), 2.40–2.59 (m, 1H), 3.20–3.48 (m, 6H), 3.70–3.85 (m, 1H), 6.83–7.19 (m, 8H) ppm. MS (DCl/NH3) m/z 426(M+H)+. Anal. Calculated for C19H23N3O2.2.40HCl.0.20H2O.0.50EtOAc: C, 54.76; H, 6.52; N, 9.12. Found: C, 54.50; H,... Reactants: IC1=C(C=CC=C1)O (2-iodophenol), C([O-])([O-])=O.[K+].[K+] (potassium carbonate), COCCBr (2-bromoethyl methyl ether). The solvent is C(C)#N (ACN). Product: IC1=C(C=CC=C1)OCCOC (1-Iodo-2-(2-methoxy-ethoxy)-benzene). As a reaction SMILES: [I:1][C:2]1[CH:7]=[CH:6][CH:5]=[CH:4][C:3]=1[OH:8].C(=O)([O-])[O-].[K+].[K+].[CH3:15][O:16][CH2:17][CH2:18]Br>C(#N)C>[I:1][C:2]1[CH:7]=[CH:6][CH:5]=[CH:4][C:3]=1[O:8][CH2:18][CH2:17][O:16][CH3:15] |f:1.2.3|. Procedure details: To a mixture of 2-iodophenol (5.00 g, 22.7 mmol) and potassium carbonate (4.71 g, 34.1 mmol) in ACN (7 ml) was added 2-bromoethyl methyl ether (3.79 g, 27.3 mmol). Starting materials: CCOC(=O)c1cnc2c(-c3ccc(C(C)(C)c4ccccc4)cc3)cnn2c1O, CCO, [Na+], [OH-]. Product: CC(C)(c1ccccc1)c1ccc(-c2cnn3c(O)c(C(=O)O)cnc23)cc1. Reaction SMILES: [CH2:1]([CH3:2])[O:3][C:4](=[O:5])[c:6]1[cH:7][n:8][c:9]2[n:10]([c:11]1[OH:12])[n:13][cH:14][c:15]2-[c:16]1[cH:17][cH:18][c:19]([C:22]([CH3:23])([CH3:24])[c:25]2[cH:26][cH:27][cH:28][cH:29][cH:30]2)[cH:20][cH:21]1.[CH3:33][CH2:34][OH:35].[Na+:32].[OH-:31]>>[O:3]=[C:4]([OH:5])[c:6]1[cH:7][n:8][c:9]2[n:10]([c:11]1[OH:12])[n:13][cH:14][c:15]2-[c:16]1[cH:17][cH:18][c:19]([C:22]([CH3:23])([CH3:24])[c:25]2[cH:26][cH:27][cH:28][cH:29][cH:30]2)[cH:20][cH:21]1. Reactants: C(#C)C1(CN2CCC1CC2)O (3-ethynyl-3-quinuclidinol), C([C@H](O)[C@@H](O)C(=O)O)(=O)O (L-(+)-tartaric acid). The solvent is CO (methanol). Yields the product C(#C)[C@]1(CN2CCC1CC2)O ((3R)-3-Ethynyl-3-quinuclidinol). Isolated yield 13.7%. Reaction SMILES: [C:1]([C:3]1([OH:11])[CH:8]2[CH2:9][CH2:10][N:5]([CH2:6][CH2:7]2)[CH2:4]1)#[CH:2].C(O)(=O)[C@@H]([C@H](C(O)=O)O)O>CO>[C:1]([C@:3]1([OH:11])[CH:8]2[CH2:9][CH2:10][N:5]([CH2:6][CH2:7]2)[CH2:4]1)#[CH:2]. Procedure: 15.1 g of 3-ethynyl-3-quinuclidinol and 15 g of L-(+)-tartaric acid were dissolved under heating in 300 ml of methanol. After standing to cool, the resulting crystals were collected by filtration and recrystallized from methanol for three times, to give 2.07 g of the title compound.